Dataset: the Open Reaction Database (ORD), a public repository of structured organic reaction records. Task: describe an organic reaction: reactants, conditions, products, and yield Starting materials: COS(=O)(=O)OC, Cc1ccccc1, [Cl-], Fc1cc(Cl)ccc1-c1cc(OC(F)F)[nH]n1, [NH4+]. The product is Cn1nc(-c2ccc(Cl)cc2F)cc1OC(F)F. As a reaction SMILES: [CH3:18][O:19][S:20]([O:21][CH3:22])(=[O:23])=[O:24].[CH3:27][c:28]1[cH:29][cH:30][cH:31][cH:32][cH:33]1.[Cl-:25].[Cl:1][c:2]1[cH:3][c:4]([F:17])[c:5](-[c:8]2[n:9][nH:10][c:11]([O:13][CH:14]([F:15])[F:16])[cH:12]2)[cH:6][cH:7]1.[NH4+:26]>>[Cl:1][c:2]1[cH:3][c:4]([F:17])[c:5](-[c:8]2[n:9][n:10]([CH3:18])[c:11]([O:13][CH:14]([F:15])[F:16])[cH:12]2)[cH:6][cH:7]1. The reactants are CC=1NC=CN1 (2-methylimidazole), ClC=1N=C(C2=C(N1)SC(=C2)[N+](=O)[O-])NCC2=CC=CC=C2 (2-chloro-6-nitro-4-benzylamino-thieno-[2,3-d]-pyrimidine). Product: CC=1N(C=CN1)C=1N=C(C2=C(N1)SC(=C2)[N+](=O)[O-])NCC2=CC=CC=C2 (2-(2-methylimidazol-1-yl)-6-nitro-4-benzylamino-thieno-[2,3-d]-pyrimidine). Reaction SMILES: [CH3:1][C:2]1[NH:3][CH:4]=[CH:5][N:6]=1.Cl[C:8]1[N:9]=[C:10]([NH:20][CH2:21][C:22]2[CH:27]=[CH:26][CH:25]=[CH:24][CH:23]=2)[C:11]2[CH:16]=[C:15]([N+:17]([O-:19])=[O:18])[S:14][C:12]=2[N:13]=1>>[CH3:1][C:2]1[N:3]([C:8]2[N:9]=[C:10]([NH:20][CH2:21][C:22]3[CH:23]=[CH:24][CH:25]=[CH:26][CH:27]=3)[C:11]3[CH:16]=[C:15]([N+:17]([O-:19])=[O:18])[S:14][C:12]=3[N:13]=2)[CH:4]=[CH:5][N:6]=1. Reported procedure: Following the procedure of Example 97, the reaction of 2-methylimidazole with 2-chloro-6-nitro-4-benzylamino-thieno-[2,3-d]-pyrimidine gives 2-(2-methylimidazol-1-yl)-6-nitro-4-benzylamino-thieno-[2,3-d]-pyrimidine.